This data is from the Open Reaction Database (ORD), a public repository of structured organic reaction records. The task is: describe an organic reaction: reactants, conditions, products, and yield The reactants are C([O-])(O)=O.[Na+] (sodium bicarbonate), BrC(C1=C(C(=O)N)C=C(C=N1)[N+](=O)[O-])Br (2-dibromomethyl-5-nitronicotinamide), C(C)(=O)OC(C)=O (acetic anhydride), ice water. The reagents and catalysts are S(O)(O)(=O)=O (sulfuric acid). Product: C(C)(=O)NC(C1=C(N=CC(=C1)[N+](=O)[O-])C(Br)Br)=O (N-acetyl 2-dibromomethyl-5-nitronicotinamide). As a reaction SMILES: [Br:1][CH:2]([Br:15])[C:3]1[N:11]=[CH:10][C:9]([N+:12]([O-:14])=[O:13])=[CH:8][C:4]=1[C:5]([NH2:7])=[O:6].[C:16](OC(=O)C)(=[O:18])[CH3:17].C(=O)(O)[O-].[Na+]>S(=O)(=O)(O)O>[C:16]([NH:7][C:5](=[O:6])[C:4]1[CH:8]=[C:9]([N+:12]([O-:14])=[O:13])[CH:10]=[N:11][C:3]=1[CH:2]([Br:1])[Br:15])(=[O:18])[CH3:17] |f:2.3|. Procedure details: A mixture of 0.48 g of 2-dibromomethyl-5-nitronicotinamide and acetic anhydride was stirred with 3 drops of conc. sulfuric acid at room temperature for 1 hour. The reaction mixture was poured into ice-water, made alkaline with 5% sodium bicarbonate and extracted with ethyl acetate. The extract was dried and the solvent was distilled off to give 0.35 g of crystalline substance, which was then recrystallized from ethyl acetate-n-hexane to give the desired product as yellow needles. mp 168° C. (wit...